Dataset: the Open Reaction Database (ORD), a public repository of structured organic reaction records. Task: describe an organic reaction: reactants, conditions, products, and yield Reactants: O=C([O-])[O-], CCC(C)=O, CC(Cl)C#N, [I-], [K+], [K+], [K+], O, Oc1ccccc1. Yields the product CC(C#N)Oc1ccccc1. Reaction SMILES: [C:8](=[O:9])([O-:10])[O-:11].[CH3:21][C:22]([CH2:23][CH3:24])=[O:25].[Cl:14][CH:15]([C:16]#[N:17])[CH3:18].[I-:20].[K+:12].[K+:13].[K+:19].[OH2:26].[OH:1][c:2]1[cH:3][cH:4][cH:5][cH:6][cH:7]1>>[O:1]([c:2]1[cH:3][cH:4][cH:5][cH:6][cH:7]1)[CH:15]([C:16]#[N:17])[CH3:18]. Starting materials: C(C)OC(=O)C=1C(N(C2=NC(=CC=C2C1N1CCCC1)C)CC)=O (1-Ethyl-1,2-Dihydro-7-Methyl-2-Oxo-4-(1-Pyrrolidinyl)-1,8-Naphthridine-3-Carboxylic Acid Ethyl Ester), C(C)NCC (diethylamine). The solvent is C(C)O (ethanol). Conditions: time 16 hour. Product: C(C)OC(=O)C=1C(N(C2=NC(=CC=C2C1N(CC)CC)C)CC)=O (4-Diethylamino-1-Ethyl-1,2-Dihydro-7-Methyl-2-Oxo-1,8-Naphthyridine-3-Carboxylic Acid Ethyl Ester). RXN SMILES: [CH2:1]([O:3][C:4]([C:6]1[C:7](=[O:24])[N:8]([CH2:22][CH3:23])[C:9]2[C:14]([C:15]=1[N:16]1[CH2:20][CH2:19][CH2:18][CH2:17]1)=[CH:13][CH:12]=[C:11]([CH3:21])[N:10]=2)=[O:5])[CH3:2].C(NCC)C>C(O)C>[CH2:1]([O:3][C:4]([C:6]1[C:7](=[O:24])[N:8]([CH2:22][CH3:23])[C:9]2[C:14]([C:15]=1[N:16]([CH2:20][CH3:19])[CH2:17][CH3:18])=[CH:13][CH:12]=[C:11]([CH3:21])[N:10]=2)=[O:5])[CH3:2]. Reported procedure: A mixture of 1.47 g. (0.005 mole) of 1-ethyl-1,2-dihydro-4-chloro-7-methyl-2-oxo-1,8-naphthyridine-3-carboxylic acid ethyl ester (Example 30) and 0.7 g. (0.01 mole) of diethylamine in 20 ml. of ethanol was heated in an autoclave placed in a steam bath for 16 hours. The solution was then evaporated in a rotary evaporator and the residue was triturated with 50 ml. of water and was extracted with 50 ml. of diethyl ether. The ether layer was dried over magnesium sulfate, filtered and was evaporated ... The reactants are N1=CC(=CC=C1)CC1=CC=C(C=C1)/C=C/CSCCO ((E)-2-[3-[4-(pyridin-3-ylmethyl)phenyl]allylthio]ethanol), C(C)(=O)OCC (ethyl acetate), O (water). Yields the product N1=CC(=CC=C1)CC1=CC=C(C=C1)OCCO (2-[4-(Pyridin-3-ylmethyl)phenyloxy]ethanol). Isolated yield 89.5%. As a reaction SMILES: [C:1]([O:4][CH2:5][CH3:6])(=O)[CH3:2].[N:7]1[CH:12]=[CH:11][CH:10]=[C:9]([CH2:13][C:14]2[CH:19]=CC(/C=C/CSCCO)=[CH:16][CH:15]=2)[CH:8]=1.[OH2:27]>>[N:7]1[CH:12]=[CH:11][CH:10]=[C:9]([CH2:13][C:14]2[CH:15]=[CH:16][C:1]([O:4][CH2:5][CH2:6][OH:27])=[CH:2][CH:19]=2)[CH:8]=1. Procedure: In 3 ml of ethanol was dissolved 310 mg of potassium hydroxide, and 0.37 ml of mercaptoethanol was added to the resulting solution. To this solution was dropwise added the N,N-dimethylformamide solution obtained in (1) above with ice-cooling, and the resulting mixture was subjected to reaction at room temperature for 30 minutes. Subsequently, 30 ml of ethyl acetate and 20 ml of water were added to the reaction mixture, and the organic layer was separated, washed with three 20-ml portions of wate... The reactants are CCN=C=NCCCN(C)C, CS(=O)(=O)c1ccc(C(=O)O)cc1, CN(C)c1ccncc1, ClCCl, Cl, Nc1ccc(Br)cn1, O. The product is CS(=O)(=O)c1ccc(C(=O)Nc2ccc(Br)cn2)cc1. Reaction SMILES: [CH2:23]([N:24]=[C:25]=[N:26][CH2:27][CH2:28][CH2:29][N:30]([CH3:31])[CH3:32])[CH3:33].[CH3:1][S:2](=[O:3])(=[O:4])[c:5]1[cH:6][cH:7][c:8]([C:9](=[O:10])[OH:11])[cH:12][cH:13]1.[CH3:37][N:38]([CH3:39])[c:40]1[cH:41][cH:42][n:43][cH:44][cH:45]1.[Cl:34][CH2:35][Cl:36].[ClH:22].[NH2:14][c:15]1[n:16][cH:17][c:18]([Br:21])[cH:19][cH:20]1.[OH2:46]>>[CH3:1][S:2](=[O:3])(=[O:4])[c:5]1[cH:6][cH:7][c:8]([C:9](=[O:11])[NH:14][c:15]2[n:16][cH:17][c:18]([Br:21])[cH:19][cH:20]2)[cH:12][cH:13]1. Starting materials: FC1=NC=CC(=C1[N+](=O)[O-])OCCC1=CC=CC=C1 (2-fluoro-4-(2-phenylethoxy)-3-nitropyridine), N (ammonia). The solvent is solution, CO (methanol). Run at time 16 hour. Yields the product NC1=NC=CC(=C1[N+](=O)[O-])OCCC1=CC=CC=C1 (2-Amino-4-(2-phenylethoxy)-3-nitropyridine). As a reaction SMILES: F[C:2]1[C:7]([N+:8]([O-:10])=[O:9])=[C:6]([O:11][CH2:12][CH2:13][C:14]2[CH:19]=[CH:18][CH:17]=[CH:16][CH:15]=2)[CH:5]=[CH:4][N:3]=1.[NH3:20]>CO>[NH2:20][C:2]1[C:7]([N+:8]([O-:10])=[O:9])=[C:6]([O:11][CH2:12][CH2:13][C:14]2[CH:19]=[CH:18][CH:17]=[CH:16][CH:15]=2)[CH:5]=[CH:4][N:3]=1. Procedure details: 2.02 g of 2-fluoro-4-(2-phenylethoxy)-3-nitropyridine (starting material K3) are dissolved in 10 ml of a 5M solution of ammonia in methanol and stirred at ambient temperature for 16 hours. The solvent is distilled off and the residue is chromatographed on silica gel (dichloromethane/petroleum ether 4:1+1% triethylamine). Concentration of the pure fractions and drying in vacuo gives 1.16 g of the title compound as a yellow solid of m.p. 131–132° C. The mass spectrum shows the molecular peak MH+ a...